Dataset: the Open Reaction Database (ORD), a public repository of structured organic reaction records. Task: describe an organic reaction: reactants, conditions, products, and yield The reactants are S(=O)(Cl)Cl (sulphinyl chloride), C(=O)(O)C1=CN(C=C1C)C1=CC=NC2=CC=CC=C12 (3-carboxy-4-methyl-1-(quinol-4-yl)-1H-pyrrole). Solvent: C(Cl)(Cl)Cl (chloroform). Conditions: time 1 hour. The product is ClC(=O)C1=CN(C=C1C)C1=CC=NC2=CC=CC=C12 (3-chlorocarbonyl-4-methyl-1-(quinol-4-yl)-1H-pyrrole). The yield is 100.0%. RXN SMILES: S(Cl)([Cl:3])=O.[C:5]([C:8]1[C:12]([CH3:13])=[CH:11][N:10]([C:14]2[C:23]3[C:18](=[CH:19][CH:20]=[CH:21][CH:22]=3)[N:17]=[CH:16][CH:15]=2)[CH:9]=1)(O)=[O:6]>C(Cl)(Cl)Cl>[Cl:3][C:5]([C:8]1[C:12]([CH3:13])=[CH:11][N:10]([C:14]2[C:23]3[C:18](=[CH:19][CH:20]=[CH:21][CH:22]=3)[N:17]=[CH:16][CH:15]=2)[CH:9]=1)=[O:6]. Procedure: 10 mL (137 mmol) of sulphinyl chloride are added at a temperature in the region of 20° C. under an argon atmosphere to 1 g (3.97 mmol) of 3-carboxy-4-methyl-1-(quinol-4-yl)-1H-pyrrole dissolved in 20 mL of chloroform. After stirring at the reflux point of the solvent for 1 hour, the reaction mixture is concentrated to dryness under reduced pressure (2.7 kPa). The residue is dissolved in 20 mL of chloroform and then brought back to dryness to give 1.07 g (3.97 mmol) of 3-chlorocarbonyl-4-methyl-1... Reactants: O=C1CCC2=CC(=CC=C12)OC1=NC=C(C(=O)N)C=C1 (6-(1-Oxo-indan-5-yloxy)-nicotinamide), Ti(iPrO)4, [BH3-]C#N.[Na+] (NaBH3CN), O=C1CCC2=CC(=CC=C12)OC1=NC=C(C(=O)N)C=C1 (6-(1-Oxo-indan-5-yloxy)-nicotinamide), ClC=1C=C(C=CC1)CCN (2-(3-chlorophenyl)ethylamine). Reagents/catalysts: Cl[Ti](Cl)(Cl)Cl (TiCl4). Yields the product ClC=1C=C(C=CC1)CCNC1CCC2=CC(=CC=C12)OC1=NC=C(C(=O)N)C=C1 (6-{1-[2-(3-Chloro-phenyl)-ethylamino]-indan-5-yloxy}-nicotinamide). The yield is 60.3%. Reaction SMILES: O=[C:2]1[C:10]2[C:5](=[CH:6][C:7]([O:11][C:12]3[CH:20]=[CH:19][C:15]([C:16]([NH2:18])=[O:17])=[CH:14][N:13]=3)=[CH:8][CH:9]=2)[CH2:4][CH2:3]1.[Cl:21][C:22]1[CH:23]=[C:24]([CH2:28][CH2:29][NH2:30])[CH:25]=[CH:26][CH:27]=1.[BH3-]C#N.[Na+]>Cl[Ti](Cl)(Cl)Cl>[Cl:21][C:22]1[CH:23]=[C:24]([CH2:28][CH2:29][NH:30][CH:2]2[C:10]3[C:5](=[CH:6][C:7]([O:11][C:12]4[CH:20]=[CH:19][C:15]([C:16]([NH2:18])=[O:17])=[CH:14][N:13]=4)=[CH:8][CH:9]=3)[CH2:4][CH2:3]2)[CH:25]=[CH:26][CH:27]=1 |f:2.3|. Procedure: Using a method similar to Example 1, using 6-(1-oxo-indan-5-yloxy)nicotinamide (Intermediate 4, 905 mg, 3.00 mmol), 2-(3-chlorophenyl)ethylamine (560 mg, 3.60 mmol), Ti(iPrO)4 (1.70 g, 6.00 mmol), TiCl4 (1.0M/DCM, 6.00 ml, 6.00 mmol), and NaBH3CN (377 mg, 6.00 mmol) gives the title compound (738 mg) as a white solid. Mass spectrum (ion spray): m/z=408 (M+1); 1HNMR (CDCl3): 8.58 (s, 1H), 8.15 (d, 1H), 7.31 (d, 1H), 7.25-7.18 (m, 3H), 7.11 (d, 1H), 6.98-6.93 (m, 3H), 5.89 (br. s, 2H), 4.26 (t, 1H)... Starting materials: C(C1=CC=CC=C1)OP(=O)(OCC1=CC=CC=C1)OC1=CC=C(C=C1)CC(=O)O (2-(4-(bis(benzyloxy)phosphoryloxy)phenyl)acetic acid), ClC1=C(C(=CC=C1)Cl)C(C)(C)C=1N(C=C(N1)C(C)(C)O)C1=C(C=C(C=C1)C1=CC(=C(C(=C1)S(=O)(=O)C)CO)F)F (2-(2-(2-(2,6-dichlorophenyl)propan-2-yl)-1-(3,3′-difluoro-4′-(hydroxymethyl)-5′-(methylsulfonyl)biphenyl-4-yl)-1H-imidazol-4-yl)propan-2-ol), C1(CCCCC1)N=C=NC1CCCCC1 (N,N′-dicyclohexylcarbodiimide). Reagents/catalysts: CN(C1=CC=NC=C1)C (4-Dimethylaminopyridine). Conditions: time 30 minute. Isolated yield 60.0%. The product is C(C1=CC=CC=C1)OP(=O)(OCC1=CC=CC=C1)OC1=CC=C(C=C1)CC(=O)OCC1=C(C=C(C=C1S(=O)(=O)C)C1=CC(=C(C=C1)N1C(=NC(=C1)C(C)(C)O)C(C)(C)C1=C(C=CC=C1Cl)Cl)F)F ((4′-(2-(2-(2,6-dichlorophenyl)propan-2-yl)-4-(2-hydroxypropan-2-yl)-1H-imidazol-1-yl)-3,3′-difluoro-5-(methylsulfonyl)biphenyl-4-yl)methyl 2-(4-(bis(benzyloxy)phosphoryloxy)phenyl)acetate). As a reaction SMILES: [CH2:1]([O:8][P:9]([O:19][C:20]1[CH:25]=[CH:24][C:23]([CH2:26][C:27]([OH:29])=[O:28])=[CH:22][CH:21]=1)([O:11][CH2:12][C:13]1[CH:18]=[CH:17][CH:16]=[CH:15][CH:14]=1)=[O:10])[C:2]1[CH:7]=[CH:6][CH:5]=[CH:4][CH:3]=1.[Cl:30][C:31]1[CH:36]=[CH:35][CH:34]=[C:33]([Cl:37])[C:32]=1[C:38]([C:41]1[N:42]([C:50]2[CH:55]=[CH:54][C:53]([C:56]3[CH:61]=[C:60]([S:62]([CH3:65])(=[O:64])=[O:63])[C:59]([CH2:66]O)=[C:58]([F:68])[CH:57]=3)=[CH:52][C:51]=2[F:69])[CH:43]=[C:44]([C:46]([OH:49])([CH3:48])[CH3:47])[N:45]=1)([CH3:40])[CH3:39].C1(N=C=NC2CCCCC2)CCCCC1>CN(C)C1C=CN=CC=1.C(Cl)Cl>[CH2:12]([O:11][P:9]([O:19][C:20]1[CH:21]=[CH:22][C:23]([CH2:26][C:27]([O:29][CH2:66][C:59]2[C:60]([S:62]([CH3:65])(=[O:63])=[O:64])=[CH:61][C:56]([C:53]3[CH:54]=[CH:55][C:50]([N:42]4[CH:43]=[C:44]([C:46]([OH:49])([CH3:47])[CH3:48])[N:45]=[C:41]4[C:38]([C:32]4[C:33]([Cl:37])=[CH:34][CH:35]=[CH:36][C:31]=4[Cl:30])([CH3:40])[CH3:39])=[C:51]([F:69])[CH:52]=3)=[CH:57][C:58]=2[F:68])=[O:28])=[CH:24][CH:25]=1)([O:8][CH2:1][C:2]1[CH:7]=[CH:6][CH:5]=[CH:4][CH:3]=1)=[O:10])[C:13]1[CH:18]=[CH:17][CH:16]=[CH:15][CH:14]=1. Procedure details: 4-Dimethylaminopyridine (0.19 g, 1.6 mmol) was added to a solution of 2-(4-(bis(benzyloxy)phosphoryloxy)phenyl)acetic acid (0.67 g, 1.6 mmol), 2-(2-(2-(2,6-dichlorophenyl)propan-2-yl)-1-(3,3′-difluoro-4′-(hydroxymethyl)-5′-(methylsulfonyl)biphenyl-4-yl)-1H-imidazol-4-yl)propan-2-ol (prepared in the manner described in PCT Publication No. WO 2010/138598, 0.4 g, 0.6 mmol), and N,N′-dicyclohexylcarbodiimide (0.37 g, 1.8 mmol) in CH2Cl2 (5 mL). The mixture was stirred at rt for 30 mins. After this t... Run in C(Cl)Cl (CH2Cl2). Reactants: Cl.Cl.N1(C(=O)N(C)C=2N=CN(C)C2C1=O)CC(CN1CCN(CC1)CCCSC1=CC=CC=C1)O (1-(3-theobromin-1-yl-2-hydroxypropyl)-4-(3-phenylthiopropyl)piperazine 2 HCl), C([O-])([O-])=O.[K+].[K+] (potassium carbonate). Solvent: CCOCC (ether). Product: N1(C(=O)N(C)C=2N=CN(C)C2C1=O)CC(CN1CCN(CC1)CCCSC1=CC=CC=C1)O (1-(3-theobromin-1-yl-2-hydroxypropyl)-4-(3-phenylthiopropyl)piperazine). As a reaction SMILES: Cl.Cl.[N:3]1([CH2:16][CH:17]([OH:35])[CH2:18][N:19]2[CH2:24][CH2:23][N:22]([CH2:25][CH2:26][CH2:27][S:28][C:29]3[CH:34]=[CH:33][CH:32]=[CH:31][CH:30]=3)[CH2:21][CH2:20]2)[C:14](=[O:15])[C:13]2[N:11]([CH3:12])[CH:10]=[N:9][C:8]=2[N:6]([CH3:7])[C:4]1=[O:5].C(=O)([O-])[O-].[K+].[K+]>CCOCC>[N:3]1([CH2:16][CH:17]([OH:35])[CH2:18][N:19]2[CH2:20][CH2:21][N:22]([CH2:25][CH2:26][CH2:27][S:28][C:29]3[CH:30]=[CH:31][CH:32]=[CH:33][CH:34]=3)[CH2:23][CH2:24]2)[C:14](=[O:15])[C:13]2[N:11]([CH3:12])[CH:10]=[N:9][C:8]=2[N:6]([CH3:7])[C:4]1=[O:5] |f:0.1.2,3.4.5|. Procedure details: 1.0 g of 1-(3-theobromin-1-yl-2-hydroxypropyl)-4-(3-phenylthiopropyl)piperazine 2 HCl suspended in 50 ml of ether is stirred with excess dilute aqueous potassium carbonate solution until the salt is completely dissolved. The organic layer is then separated, washed twice with water, dried over magnesium sulfate and evaporated to yield 1-(3-theobromin-1-yl-2-hydroxypropyl)-4-(3-phenylthiopropyl)piperazine as the free base. Reactants: solution, C1(CCCC1)CC(=O)OC (Methyl cyclopentaneacetate), C1(CCCCC1)=O (cyclohexanone), C(C)(C)NC(C)C (Diisopropylamine). Solvent: CCCCCC (hexane), C1CCOC1 (THF), C1CCOC1 (THF), C1CCOC1 (THF). Reaction conditions: temperature -70 celsius, time 5 minute. Yields the product C1(CCCC1)C(C(=O)OC)C1(CCCCC1)O (Methyl α-Cyclopentyl-1-Hydroxycyclohexaneacetate). Isolated yield 100.6%. Reaction SMILES: C(NC(C)C)(C)C.[CH:8]1([CH2:13][C:14]([O:16][CH3:17])=[O:15])[CH2:12][CH2:11][CH2:10][CH2:9]1.[C:18]1(=[O:24])[CH2:23][CH2:22][CH2:21][CH2:20][CH2:19]1>C1COCC1.CCCCCC>[CH:8]1([CH:13]([C:18]2([OH:24])[CH2:23][CH2:22][CH2:21][CH2:20][CH2:19]2)[C:14]([O:16][CH3:17])=[O:15])[CH2:12][CH2:11][CH2:10][CH2:9]1. Reported procedure: Diisopropylamine (12.7 g, 0.125) was dissolved in 150 mls of dry THF and cooled to -70° C. under N2. n-Bulb (80 ml of 1.6M solution in hexane, 0.125 moles) was added and the solution stirred for 5 minutes at -70° C. Methyl cyclopentaneacetate (17 g, 0.125 mole) in 50 mls of THF was added at -70° C. over 15 minutes and the reaction was stirred at -70° C. for 15 more minutes. A solution of cyclohexanone (11.3 g, 0.115 moles) in THF (50ml) was then added at -70° C. over 1/2 hour and stirred in the ...